This data is from the Open Reaction Database (ORD), a public repository of structured organic reaction records. The task is: describe an organic reaction: reactants, conditions, products, and yield Reactants: [Li+].[OH-].C1CCOC1.O (LiOH THF water), C(C)OC(=O)C=1N=C(SC1)NC([C@H](CC1=CC=CC=C1)NC(\C=C\C1=C(C=CC(=C1)Cl)N1N=NN=C1)=O)=O (2-{(S)-2-[(E)-3-(5-chloro-2-tetrazol-1-yl-phenyl)-acryloylamino]-3-phenyl-propionylamino}-thiazole-4-carboxylic acid ethyl ester), ClCl (chlorine). The product is ClC=1C=CC(=C(C1)/C=C/C(=O)N[C@H](C(=O)NC=1SC(=CN1)C(=O)O)CC1=CC=CC=C1)N1N=NN=C1 (2-{(S)-2-[(E)-3-(5-chloro-2-tetrazol-1-yl-phenyl)-acryloylamino]-3-phenyl-propionylamino}-thiazole-5-carboxylic acid). Reaction SMILES: [Li+].[OH-:2].C1[CH2:7][O:6]CC1.O.C(OC([C:14]1[N:15]=[C:16]([NH:19][C:20](=[O:46])[C@@H:21]([NH:29][C:30](=[O:45])/[CH:31]=[CH:32]/[C:33]2[CH:38]=[C:37]([Cl:39])[CH:36]=[CH:35][C:34]=2[N:40]2[CH:44]=[N:43][N:42]=[N:41]2)[CH2:22][C:23]2[CH:28]=[CH:27][CH:26]=[CH:25][CH:24]=2)[S:17][CH:18]=1)=O)C.ClCl>>[Cl:39][C:37]1[CH:36]=[CH:35][C:34]([N:40]2[CH:44]=[N:43][N:42]=[N:41]2)=[C:33](/[CH:32]=[CH:31]/[C:30]([NH:29][C@@H:21]([CH2:22][C:23]2[CH:28]=[CH:27][CH:26]=[CH:25][CH:24]=2)[C:20]([NH:19][C:16]2[S:17][C:18]([C:7]([OH:6])=[O:2])=[CH:14][N:15]=2)=[O:46])=[O:45])[CH:38]=1 |f:0.1.2.3|. Procedure details: LiOH/THF/water hydrolysis of 2-{(S)-2-[(E)-3-(5-chloro-2-tetrazol-1-yl-phenyl)-acryloylamino]-3-phenyl-propionylamino}-thiazole-4-carboxylic acid ethyl ester (Example 18) afforded Example 22. HPLC purity: >97%. LCMS m/z 524.3 (M+H, chlorine isotope). 1H NMR (400 MHz, CD3OD) δ: 9.49 (s, 1H), 7.96 (ds, 2H), 7.72-7.54 (m, 2H), 7.27 (m, 5H), 7.10 (d, J=15.7 Hz, 1H), 6.75 (d, J=15.7 Hz, 1H), 4.90 (m, 1H), 3.27 (m, 1H), 3.11 (m, 1H) ppm. Analytical HPLC RT: 5.58 min (Method C, 8 min gradient). The reactants are [Al+3], [Cl-], [Cl-], [Cl-], Clc1ccc(Cl)c(Cl)c1, Cc1cccc(C)c1OC(=O)Cl. Yields the product Cc1cccc(C)c1Cl. As a reaction SMILES: [Al+3:14].[Cl-:13].[Cl-:15].[Cl-:16].[Cl:17][c:18]1[cH:19][c:20]([Cl:21])[c:22]([Cl:23])[cH:24][cH:25]1.[Cl:1][C:2]([O:3][c:5]1[c:6]([CH3:12])[cH:7][cH:8][cH:9][c:10]1[CH3:11])=[O:4]>>[c:5]1([Cl:13])[c:6]([CH3:12])[cH:7][cH:8][cH:9][c:10]1[CH3:11]. Reactants: CSSC, ClCCl, CC(C)(C)ON=O, Cn1nc(-c2c(F)cc(Cl)c3nc(N)sc23)c(Br)c1OC(F)F. The product is CSc1nc2c(Cl)cc(F)c(-c3nn(C)c(OC(F)F)c3Br)c2s1. Reaction SMILES: [CH3:24][S:25][S:26][CH3:27].[Cl:35][CH2:36][Cl:37].[N:28]([O:29][C:30]([CH3:31])([CH3:32])[CH3:33])=[O:34].[NH2:1][c:2]1[s:3][c:4]2[c:5]([n:6]1)[c:7]([Cl:23])[cH:8][c:9]([F:22])[c:10]2-[c:11]1[n:12][n:13]([CH3:21])[c:14]([O:17][CH:18]([F:19])[F:20])[c:15]1[Br:16]>>[c:2]1([S:25][CH3:24])[s:3][c:4]2[c:5]([n:6]1)[c:7]([Cl:23])[cH:8][c:9]([F:22])[c:10]2-[c:11]1[n:12][n:13]([CH3:21])[c:14]([O:17][CH:18]([F:19])[F:20])[c:15]1[Br:16]. RXN SMILES: [NH:1]([C:8]1[C:17]([N:18]2[CH2:23][CH2:22][O:21][CH2:20][CH2:19]2)=[C:16]([N+:24]([O-])=O)[C:15]2[C:10](=[CH:11][CH:12]=[CH:13][CH:14]=2)[N:9]=1)[C:2]1[CH:7]=[CH:6][CH:5]=[CH:4][CH:3]=1>O1CCCC1.[Pd]>[NH2:24][C:16]1[C:15]2[C:10](=[CH:11][CH:12]=[CH:13][CH:14]=2)[N:9]=[C:8]([NH:1][C:2]2[CH:3]=[CH:4][CH:5]=[CH:6][CH:7]=2)[C:17]=1[N:18]1[CH2:19][CH2:20][O:21][CH2:22][CH2:23]1. Reported procedure: The 2-anilino-3-morpholino-4-nitroquinoline (2.9 g, 0.0083 mol) was dissolved in tetrahydrofuran (10 ml) and subjected to reduction in the presence of 10g palladium-on-carbon (0.3 g). After completion of the reaction, the palladium-on-carbon catalyst was filtered off and the mother liquor was concentrated. Following purification by chromatography on an alumina column using chloroform as a developing solvent, recrystallization from methanol was conducted to obtain 4-amino-2-anilino-3-morpholinoqu... The reactants are N(C1=CC=CC=C1)C1=NC2=CC=CC=C2C(=C1N1CCOCC1)[N+](=O)[O-] (2-anilino-3-morpholino-4-nitroquinoline), 10g. Reagents/catalysts: [Pd] (palladium-on-carbon). The solvent is O1CCCC1 (tetrahydrofuran). The product is NC1=C(C(=NC2=CC=CC=C12)NC1=CC=CC=C1)N1CCOCC1 (4-amino-2-anilino-3-morpholinoquinoline). Starting materials: Cl (hydrochloric acid), OC1CC2=CC=CC=C2C1 (2-hydroxyindane), C=O (paraformaldehyde), [Cl-].[Ca+2].[Cl-] (calcium chloride). Run in C(Cl)Cl (methylene chloride). The product is ClCOC1CC2=CC=CC=C2C1 (chloromethyl(2-indanyl)ether). Yield: 100.3%. RXN SMILES: O[CH:2]1[CH2:10][C:9]2[C:4](=[CH:5][CH:6]=[CH:7][CH:8]=2)[CH2:3]1.[CH2:11]=[O:12].[Cl-:13].[Ca+2].[Cl-].Cl>C(Cl)Cl>[Cl:13][CH2:11][O:12][CH:2]1[CH2:10][C:9]2[C:4](=[CH:5][CH:6]=[CH:7][CH:8]=2)[CH2:3]1 |f:2.3.4|. Reported procedure: A mixture of 134 g of 2-hydroxyindane, 36.1 g of paraformaldehyde, 200 g of calcium chloride, and 1200 g of methylene chloride was agitated. Into the mixture was dropped 239 g of a concentrated hydrochloric acid at room temperature for 3 hours, and then the reaction mixture was agitated for 16 hours. After separated an organic layer from the mixture, the solvent was removed by distillation to obtain 183 g of chloromethyl(2-indanyl)ether as an oily matter. Starting materials: Brc1cnc2ccccc2c1, C#C[Si](C)(C)C, CCOCC, [I-], O. Yields the product C[Si](C)(C)C#Cc1cnc2ccccc2c1. As a reaction SMILES: [Br:1][c:2]1[cH:3][n:4][c:5]2[cH:6][cH:7][cH:8][cH:9][c:10]2[cH:11]1.[CH3:12][Si:13]([CH3:14])([CH3:15])[C:16]#[CH:17].[CH3:20][CH2:21][O:22][CH2:23][CH3:24].[I-:18].[OH2:19]>>[c:2]1([C:17]#[C:16][Si:13]([CH3:12])([CH3:14])[CH3:15])[cH:3][n:4][c:5]2[cH:6][cH:7][cH:8][cH:9][c:10]2[cH:11]1.